This data is from the Open Reaction Database (ORD), a public repository of structured organic reaction records. The task is: describe an organic reaction: reactants, conditions, products, and yield Reactants: BrC1=CC=C(C=C1)[C@@H](C(F)(F)F)N[C@@H](CC(C)C)C(=O)N[C@@H](CC1=CC=C(C=C1)I)C#N (N2-[(1S)-1-(4-bromophenyl)-2,2,2-trifluoroethyl]-N-[(1S)-1-cyano-2-(4-iodophenyl)ethyl]-L-leucinamide), [Na+].CS(=O)(=O)[O-] (methane sulfonic acid sodium salt). Reagents/catalysts: [Cu](I)I (copper iodide). Solvent: CCOC(=O)C (EtOAc), CS(=O)C (DMSO). Conditions: temperature 100 celsius, time 2 hour. Yields the product C(#N)[C@H](CC1=CC=C(C=C1)S(=O)(=O)C)NC([C@H](CC(C)C)N[C@H](C(F)(F)F)C1=CC=C(C=C1)Br)=O ((S)-2-[(S)-1-(4-Bromo-phenyl)-2,2,2-trifluoro-ethylamino]-4-methyl-pentanoic acid [(S)-1-cyano-2-(4-methanesulfonyl-phenyl)-ethyl]-amide). As a reaction SMILES: [Br:1][C:2]1[CH:7]=[CH:6][C:5]([C@H:8]([NH:13][C@H:14]([C:19]([NH:21][C@H:22]([C:31]#[N:32])[CH2:23][C:24]2[CH:29]=[CH:28][C:27](I)=[CH:26][CH:25]=2)=[O:20])[CH2:15][CH:16]([CH3:18])[CH3:17])[C:9]([F:12])([F:11])[F:10])=[CH:4][CH:3]=1.[Na+].[CH3:34][S:35]([O-])(=[O:37])=[O:36]>CS(C)=O.CCOC(C)=O.[Cu](I)I>[C:31]([C@@H:22]([NH:21][C:19](=[O:20])[C@@H:14]([NH:13][C@@H:8]([C:5]1[CH:6]=[CH:7][C:2]([Br:1])=[CH:3][CH:4]=1)[C:9]([F:12])([F:11])[F:10])[CH2:15][CH:16]([CH3:18])[CH3:17])[CH2:23][C:24]1[CH:29]=[CH:28][C:27]([S:35]([CH3:34])(=[O:37])=[O:36])=[CH:26][CH:25]=1)#[N:32] |f:1.2|. Procedure: To N2-[(1S)-1-(4-bromophenyl)-2,2,2-trifluoroethyl]-N-[(1S)-1-cyano-2-(4-iodophenyl)ethyl]-L-leucinamide (1 eq) in DMSO (0.3 M) were added methane sulfonic acid sodium salt (2 eq) and copper iodide (3 eq) and the mixture was stirred at 100° C. for 2 h. The reaction mixture was cooled and diluted with EtOAc. The organic layer was washed with brine and water, dried over Na2SO4, filtered and concentrated. The crude compound was purified by automated SiO2 flash chromatography system using solvent gr...